This data is from the Open Reaction Database (ORD), a public repository of structured organic reaction records. The task is: describe an organic reaction: reactants, conditions, products, and yield The reactants are II (iodine), BrC=1C=C(C=CC1)C(=C)C1=CC(=C(C=C1)OC)C(F)(F)F (4-[1-(3-bromo-phenyl)-vinyl]-1-methoxy-2-trifluoromethyl-benzene), C(C)(=O)OCC.C(C)#N (ethyl acetate acetonitrile), crude product, N (ammonia). Reagents/catalysts: [Ag]OC#N (silver cyanate). The solvent is C(C)(=O)OCC (ethyl acetate). Yields the product BrC=1C=C(C=CC1)C1(N=C(OC1)N)C1=CC(=C(C=C1)OC)C(F)(F)F ((RS)-4-(3-Bromo-phenyl)-4-(4-methoxy-3-trifluoromethyl-phenyl)-4,5-dihydro-oxazol-2-ylamine). As a reaction SMILES: II.[Br:3][C:4]1[CH:5]=[C:6]([C:10]([C:12]2[CH:17]=[CH:16][C:15]([O:18][CH3:19])=[C:14]([C:20]([F:23])([F:22])[F:21])[CH:13]=2)=[CH2:11])[CH:7]=[CH:8][CH:9]=1.[NH3:24].C([O:28][CH2:29]C)(=O)C.C(#[N:33])C>C(OCC)(=O)C.[Ag]OC#N>[Br:3][C:4]1[CH:5]=[C:6]([C:10]2([C:12]3[CH:17]=[CH:16][C:15]([O:18][CH3:19])=[C:14]([C:20]([F:21])([F:22])[F:23])[CH:13]=3)[CH2:11][O:28][C:29]([NH2:33])=[N:24]2)[CH:7]=[CH:8][CH:9]=1 |f:3.4|. Procedure details: According to general method 2, a solution of iodine in ethyl acetate was added to a mixture of 4-[1-(3-bromo-phenyl)-vinyl]-1-methoxy-2-trifluoromethyl-benzene (5.1 g, 14 mmol) and silver cyanate in ethyl acetate/acetonitrile. The crude product of this reaction was subsequently reacted with aqueous ammonia (30% by vol). Purification by SCX yield 4.6 g of product (67%).